From a dataset of the Open Reaction Database (ORD), a public repository of structured organic reaction records. describe an organic reaction: reactants, conditions, products, and yield The reactants are C(C)(C)(C)OC(=O)NC1CN(C1)C1=C(C=C2C(C(=CN(C2=N1)CCC#N)C(=O)OCC)=O)F (ethyl 7-(3-((tert-butoxycarbonyl)amino)azetidin-1-yl)-1-(2-cyanoethyl)-6-fluoro-4-oxo-1,4-dihydro-1,8-naphthyridine-3-carboxylate), [Li+].[OH-] (LiOH). Solvent: C1CCOC1 (THF), CO (methanol). Conditions: time 3 hour. The product is C(C)(C)(C)OC(=O)NC1CN(C1)C1=C(C=C2C(C(=CN(C2=N1)CCC#N)C(=O)O)=O)F (7-(3-((tert-butoxycarbonyl)amino)azetidin-1-yl)-1-(2-cyanoethyl)-6-fluoro-4-oxo-1,4-dihydro-1,8-naphthyridine-3-carboxylic acid). RXN SMILES: [C:1]([O:5][C:6]([NH:8][CH:9]1[CH2:12][N:11]([C:13]2[N:22]=[C:21]3[C:16]([C:17](=[O:32])[C:18]([C:27]([O:29]CC)=[O:28])=[CH:19][N:20]3[CH2:23][CH2:24][C:25]#[N:26])=[CH:15][C:14]=2[F:33])[CH2:10]1)=[O:7])([CH3:4])([CH3:3])[CH3:2].[Li+].[OH-]>C1COCC1.CO>[C:1]([O:5][C:6]([NH:8][CH:9]1[CH2:12][N:11]([C:13]2[N:22]=[C:21]3[C:16]([C:17](=[O:32])[C:18]([C:27]([OH:29])=[O:28])=[CH:19][N:20]3[CH2:23][CH2:24][C:25]#[N:26])=[CH:15][C:14]=2[F:33])[CH2:10]1)=[O:7])([CH3:4])([CH3:2])[CH3:3] |f:1.2|. Procedure details: A suspension of EXAMPLE 20A (0.41 g) in THF (60 mL) and methanol (30 mL) at reflux was treated with 1M LiOH (100 mL), stirred for 3 hours then cooled, concentrated to half volume, acidified with 10% citric acid (90 mL), and filtered.